From a dataset of the Open Reaction Database (ORD), a public repository of structured organic reaction records. describe an organic reaction: reactants, conditions, products, and yield Reactants: CCN(C(C)C)C(C)C, O=C(Cl)CCCCl, ClCCl, Nc1cc([N+](=O)[O-])ccc1F. The product is O=C(CCCCl)Nc1cc([N+](=O)[O-])ccc1F. As a reaction SMILES: [CH:12]([N:13]([CH:14]([CH3:15])[CH3:16])[CH2:17][CH3:18])([CH3:19])[CH3:20].[Cl:21][CH2:22][CH2:23][CH2:24][C:25](=[O:26])[Cl:27].[Cl:28][CH2:29][Cl:30].[F:1][c:2]1[c:3]([NH2:4])[cH:5][c:6]([N+:9](=[O:10])[O-:11])[cH:7][cH:8]1>>[F:1][c:2]1[c:3]([NH:4][C:25]([CH2:24][CH2:23][CH2:22][Cl:21])=[O:26])[cH:5][c:6]([N+:9](=[O:10])[O-:11])[cH:7][cH:8]1. Starting materials: Nc1cn2cc(Br)sc2n1, CC(C)(C)OC(=O)NC(C(=O)N1CCCC1C(=O)O)c1ccccc1, CC(C)(C)OC(=O)NC(C(=O)N1CCCC1C(=O)Nc1cn2cc(Br)sc2n1)c1ccccc1, Cl. Product: COC(=O)NC(C(=O)N1CCCC1C(=O)Nc1cn2cc(Br)sc2n1)c1ccccc1. Reaction SMILES: [Br:2][c:3]1[s:4][c:5]2[n:6][c:7]([NH2:8])[cH:9][n:10]2[cH:11]1.[C:12]([O:13][C:14]([NH:15][CH:16]([c:17]1[cH:18][cH:19][cH:20][cH:21][cH:22]1)[C:23]([N:24]1[CH2:25][CH2:26][CH2:27][CH:28]1[C:29]([OH:30])=[O:31])=[O:32])=[O:33])([CH3:34])([CH3:35])[CH3:36].[C:37]([CH3:38])([CH3:39])([CH3:40])[O:41][C:42]([NH:43][CH:44]([C:45](=[O:46])[N:47]1[CH:48]([C:52]([NH:53][c:54]2[n:55][c:56]3[s:57][c:58]([Br:62])[cH:59][n:60]3[cH:61]2)=[O:63])[CH2:49][CH2:50][CH2:51]1)[c:64]1[cH:65][cH:66][cH:67][cH:68][cH:69]1)=[O:70].[ClH:1]>>[CH3:37][O:41][C:42]([NH:43][CH:44]([C:45](=[O:46])[N:47]1[CH:48]([C:52]([NH:53][c:54]2[n:55][c:56]3[s:57][c:58]([Br:62])[cH:59][n:60]3[cH:61]2)=[O:63])[CH2:49][CH2:50][CH2:51]1)[c:64]1[cH:65][cH:66][cH:67][cH:68][cH:69]1)=[O:70]. Reactants: CCO, O=Cc1ccccc1, Cl, [Na+], [OH-], O, CC=Cc1cccc(C(=O)CC)c1O. The product is CC=Cc1cccc(C(=O)C=Cc2ccccc2)c1O. As a reaction SMILES: [CH3:26][CH2:27][OH:28].[CH:17](=[O:18])[c:19]1[cH:20][cH:21][cH:22][cH:23][cH:24]1.[ClH:25].[Na+:2].[OH-:1].[OH2:29].[OH:3][c:4]1[c:5]([C:13]([CH2:14][CH3:15])=[O:16])[cH:6][cH:7][cH:8][c:9]1[CH:10]=[CH:11][CH3:12]>>[OH:3][c:4]1[c:5]([C:13]([CH:14]=[CH:15][c:19]2[cH:20][cH:21][cH:22][cH:23][cH:24]2)=[O:16])[cH:6][cH:7][cH:8][c:9]1[CH:10]=[CH:11][CH3:12].